This data is from the Open Reaction Database (ORD), a public repository of structured organic reaction records. The task is: describe an organic reaction: reactants, conditions, products, and yield Starting materials: Cl (hydrochloric acid), Cl.C(C1CCCO1)N (tetrahydrofurfurylamine hydrochloride). Reaction conditions: temperature 130 celsius. Yields the product 130, Cl.ClC(CN)CCCCl (2,5-dichloropentylamine hydrochloride). As a reaction SMILES: [ClH:1].[ClH:2].[CH2:3]([NH2:9])[CH:4]1O[CH2:7][CH2:6][CH2:5]1>>[ClH:1].[Cl:1][CH:4]([CH2:5][CH2:6][CH2:7][Cl:2])[CH2:3][NH2:9] |f:1.2,3.4|. Procedure details: 1,500 parts of hydrochloric acid (chemically pure) are added to 137.5 parts of tetrahydrofurfurylamine hydrochloride at room temperature. The reaction solution is then heated to 130° C. in a pressure apparatus. This raises the pressure up to 8 bar. After a reaction time of 24 hours, the mixture is cooled to a temperature of 25° C. The dark brown solution is treated with activated carbon and filtered until it is clear, and the mother liquor is concentrated in a rotary evaporator. Recrystallizatio... Reactants: ClC1=NC=2C=CC(=C(C2C=C1)C(=O)NCC1CCCCC1)Cl (2,6-dichloro-N-(cyclohexylmethyl)-5-quinolinecarboxamide), N1(CCNCC1)CC(=O)OCC (1-piperazineacetic acid, ethyl ester). Product: ClC=1C(=C2C=CC(=NC2=CC1)N1CCN(CC1)CC(=O)OCC)C(=O)NCC1CCCCC1 (4-[6-Chloro-5-[[(cyclohexylmethyl)amino]carbonyl]-2-quinolinyl]-1-piperazineacetic Acid, Ethyl Ester). Reaction SMILES: Cl[C:2]1[CH:11]=[CH:10][C:9]2[C:8]([C:12]([NH:14][CH2:15][CH:16]3[CH2:21][CH2:20][CH2:19][CH2:18][CH2:17]3)=[O:13])=[C:7]([Cl:22])[CH:6]=[CH:5][C:4]=2[N:3]=1.[N:23]1([CH2:29][C:30]([O:32][CH2:33][CH3:34])=[O:31])[CH2:28][CH2:27][NH:26][CH2:25][CH2:24]1>>[Cl:22][C:7]1[C:8]([C:12]([NH:14][CH2:15][CH:16]2[CH2:21][CH2:20][CH2:19][CH2:18][CH2:17]2)=[O:13])=[C:9]2[C:4](=[CH:5][CH:6]=1)[N:3]=[C:2]([N:26]1[CH2:25][CH2:24][N:23]([CH2:29][C:30]([O:32][CH2:33][CH3:34])=[O:31])[CH2:28][CH2:27]1)[CH:11]=[CH:10]2. Reported procedure: Prepared according to the method of example 30, using 2,6-dichloro-N-(cyclohexylmethyl)-5-quinolinecarboxamide Example 43(a)) (200 mg) and 1-piperazineacetic acid, ethyl ester (500 mg) to afford the subtitle compound as a solid (200 mg). Starting materials: CC1=NC(=CC=C1)C#CC=C1CCNCC1 (2-Methyl-6-(3-piperidin-4-ylideneprop-1-ynyl)pyridine), FC1=C(C=CC(=C1)OC)[N+](=O)[O-] (2-fluoro-4-methoxynitrobenzene). Yields the product COC=1C=CC(=C(C1)N1CCC(CC1)=CC#CC1=NC(=CC=C1)C)[N+](=O)[O-] (2-{3-[1-(5-Methoxy-2-nitrophenyl)piperidin-4-ylidene]prop-1-ynyl}-6-methylpyridine). Isolated yield 48.2%. As a reaction SMILES: [CH3:1][C:2]1[CH:7]=[CH:6][CH:5]=[C:4]([C:8]#[C:9][CH:10]=[C:11]2[CH2:16][CH2:15][NH:14][CH2:13][CH2:12]2)[N:3]=1.F[C:18]1[CH:23]=[C:22]([O:24][CH3:25])[CH:21]=[CH:20][C:19]=1[N+:26]([O-:28])=[O:27]>>[CH3:25][O:24][C:22]1[CH:21]=[CH:20][C:19]([N+:26]([O-:28])=[O:27])=[C:18]([N:14]2[CH2:13][CH2:12][C:11](=[CH:10][C:9]#[C:8][C:4]3[CH:5]=[CH:6][CH:7]=[C:2]([CH3:1])[N:3]=3)[CH2:16][CH2:15]2)[CH:23]=1. Procedure: A well homogenised mixture of the Compound of Example 3 (20 mg, 0.93 mmol) and 2-fluoro-4-methoxynitrobenzene (21.3 mg, 0.12 mmol) was stirred at 120° C. for 0.5 h. The reaction crude was purified by flash chromatography (EtOAc—Petroleum Ether 1:1) affording the title product (21 mg). Starting materials: C(CC)N(C(=O)C=1C=C(C(=O)OC)C=C(C1)C1=NOC(=N1)C)CCC (methyl 3-[(dipropylamino)carbonyl]-5-(5-methyl-1,2,4-oxadiazol-3-yl)benzoate), [I-].[Li+] (lithium iodide). Solvent: N1=CC=CC=C1 (pyridine). Yields the product C(CC)N(C(=O)C=1C=C(C(=O)O)C=C(C1)C1=NOC(=N1)C)CCC (3-[(Dipropylamino)carbonyl]-5-(5-methyl-1,2,4-oxadiazol-3-yl)benzoic acid). As a reaction SMILES: [CH2:1]([N:4]([CH2:23][CH2:24][CH3:25])[C:5]([C:7]1[CH:8]=[C:9]([CH:14]=[C:15]([C:17]2[N:21]=[C:20]([CH3:22])[O:19][N:18]=2)[CH:16]=1)[C:10]([O:12]C)=[O:11])=[O:6])[CH2:2][CH3:3].[I-].[Li+]>N1C=CC=CC=1>[CH2:23]([N:4]([CH2:1][CH2:2][CH3:3])[C:5]([C:7]1[CH:8]=[C:9]([CH:14]=[C:15]([C:17]2[N:21]=[C:20]([CH3:22])[O:19][N:18]=2)[CH:16]=1)[C:10]([OH:12])=[O:11])=[O:6])[CH2:24][CH3:25] |f:1.2|. Procedure: A stirred solution of methyl 3-[(dipropylamino)carbonyl]-5-(5-methyl-1,2,4-oxadiazol-3-yl)benzoate (629 mg, 1.8 mmol) and lithium iodide (2.4 g, 18 mmol) in pyridine (7 ml) is refluxed for 18 h. The reaction mixture is cooled to room temperature and the solvent is concentrated under reduced pressure. The residue is dissolved in water, washed with ethyl acetate, the aqueous layer is acidified to pH 3 with 1 N hydrochloric acid and extracted with chloroform (3×100 mL). The organic layer is dried (... The reactants are ClCCl, COC(Cl)Cl, CCOC(=O)c1cc2cccc(OC)c2o1, [Cl-], [Cl-], [Cl-], [Cl-], Cl, [Ti+4]. The product is CCOC(=O)c1cc2c(C=O)ccc(OC)c2o1. RXN SMILES: [CH2:23]([Cl:24])[Cl:25].[CH3:17][O:18][CH:19]([Cl:20])[Cl:21].[CH3:1][O:2][c:3]1[cH:4][cH:5][cH:6][c:7]2[cH:8][c:9]([C:12](=[O:13])[O:14][CH2:15][CH3:16])[o:10][c:11]12.[Cl-:26].[Cl-:27].[Cl-:28].[Cl-:29].[ClH:22].[Ti+4:30]>>[CH3:1][O:2][c:3]1[cH:4][cH:5][c:6]([CH:17]=[O:18])[c:7]2[cH:8][c:9]([C:12](=[O:13])[O:14][CH2:15][CH3:16])[o:10][c:11]12.